This data is from the Open Reaction Database (ORD), a public repository of structured organic reaction records. The task is: describe an organic reaction: reactants, conditions, products, and yield Reactants: Cc1ccccc1, CN(C)CCNc1c(F)cccc1CO, O=[Mn]=O. Product: CN(C)CCNc1c(F)cccc1C=O. RXN SMILES: [CH3:16][c:17]1[cH:18][cH:19][cH:20][cH:21][cH:22]1.[CH3:1][N:2]([CH2:3][CH2:4][NH:5][c:6]1[c:7]([CH2:13][OH:14])[cH:8][cH:9][cH:10][c:11]1[F:12])[CH3:15].[O:23]=[Mn:24]=[O:25]>>[CH3:1][N:2]([CH2:3][CH2:4][NH:5][c:6]1[c:7]([CH:13]=[O:14])[cH:8][cH:9][cH:10][c:11]1[F:12])[CH3:15]. The reactants are B, N#CCc1cc(F)c2c(c1F)OCCO2, CO, Cl, [H][H], C1CCOC1. RXN SMILES: [BH3:16].[C:1](#[N:2])[CH2:3][c:4]1[c:5]([F:15])[c:6]2[c:7]([c:12]([F:14])[cH:13]1)[O:8][CH2:9][CH2:10][O:11]2.[CH3:25][OH:26].[ClH:19].[H:17][H:18].[O:20]1[CH2:21][CH2:22][CH2:23][CH2:24]1>>[CH2:1]([NH2:2])[CH2:3][c:4]1[c:5]([F:15])[c:6]2[c:7]([c:12]([F:14])[cH:13]1)[O:8][CH2:9][CH2:10][O:11]2. Yields the product NCCc1cc(F)c2c(c1F)OCCO2. Reactants: CC1CN(c2ccc3ccccc3n2)CC(C)N1, O=C(NCc1ccc(F)cc1)C1(CCCCBr)c2ccccc2-c2ccccc21. The product is CC1CN(c2ccc3ccccc3n2)CC(C)N1CCCCC1(C(=O)NCc2ccc(F)cc2)c2ccccc2-c2ccccc21. As a reaction SMILES: [CH3:30][CH:31]1[CH2:32][N:33]([c:38]2[n:39][c:40]3[cH:41][cH:42][cH:43][cH:44][c:45]3[cH:46][cH:47]2)[CH2:34][CH:35]([CH3:37])[NH:36]1.[F:1][c:2]1[cH:3][cH:4][c:5]([CH2:6][NH:7][C:8](=[O:9])[C:10]2([CH2:23][CH2:24][CH2:25][CH2:26][Br:27])[c:11]3[cH:12][cH:13][cH:14][cH:15][c:16]3-[c:17]3[cH:18][cH:19][cH:20][cH:21][c:22]32)[cH:28][cH:29]1>>[F:1][c:2]1[cH:3][cH:4][c:5]([CH2:6][NH:7][C:8](=[O:9])[C:10]2([CH2:23][CH2:24][CH2:25][CH2:26][N:36]3[CH:31]([CH3:30])[CH2:32][N:33]([c:38]4[n:39][c:40]5[cH:41][cH:42][cH:43][cH:44][c:45]5[cH:46][cH:47]4)[CH2:34][CH:35]3[CH3:37])[c:11]3[cH:12][cH:13][cH:14][cH:15][c:16]3-[c:17]3[cH:18][cH:19][cH:20][cH:21][c:22]32)[cH:28][cH:29]1. Starting materials: ClC=1C=C(C=CC1)C1=C(C(=NO1)C1=C(C=C(C=C1)Cl)Cl)C(O)C=1C=NC=CC1 (5-(3-chlorophenyl)-3-(2,4-dichlorophenyl)-4-[(3-pyridyl)hydroxymethyl]isoxazole), C(C)(=O)OC(C)=O (acetic anhydride), N1=CC=CC=C1 (pyridine). Conditions: time 8 hour. The product is ClC=1C=C(C=CC1)C1=C(C(=NO1)C1=C(C=C(C=C1)Cl)Cl)COC(CC=1C=NC=CC1)=O (5-(3-chlorophenyl)-3-(2,4-dichlorophenyl)-4-[(3-pyridyl)acetoxymethyl]isoxazole). RXN SMILES: [Cl:1][C:2]1[CH:3]=[C:4]([C:8]2[O:12][N:11]=[C:10]([C:13]3[CH:18]=[CH:17][C:16]([Cl:19])=[CH:15][C:14]=3[Cl:20])[C:9]=2[CH:21](C2C=NC=CC=2)[OH:22])[CH:5]=[CH:6][CH:7]=1.C(O[C:33](=[O:35])[CH3:34])(=O)C.[N:36]1[CH:41]=[CH:40][CH:39]=[CH:38][CH:37]=1>>[Cl:1][C:2]1[CH:3]=[C:4]([C:8]2[O:12][N:11]=[C:10]([C:13]3[CH:18]=[CH:17][C:16]([Cl:19])=[CH:15][C:14]=3[Cl:20])[C:9]=2[CH2:21][O:22][C:33](=[O:35])[CH2:34][C:38]2[CH:37]=[N:36][CH:41]=[CH:40][CH:39]=2)[CH:5]=[CH:6][CH:7]=1. Procedure details: To a solution of 43 mg (0.10 mmol) of 5-(3-chlorophenyl)-3-(2,4-dichlorophenyl)-4-[(3-pyridyl)hydroxymethyl]isoxazole in 2 mL of pyridine was added 19 μL (0.20 mmol) of acetic anhydride. The reaction was stirred overnight at room temperature, and then the pyridine was removed under vacuum. The residue was taken up in ethyl acetate, washed with saturated sodium chloride, and the ethyl acetate fraction dried over magnesium sulfate. The drying agent was filtered off, and the ethyl acetate was remov... Reactants: O=S(=O)(O)c1ccc(Oc2ccccc2)cc1, CN(C)C=O, O=S(Cl)Cl. Product: O=S(=O)(Cl)c1ccc(Oc2ccccc2)cc1. Reaction SMILES: [O:1]([c:2]1[cH:3][cH:4][cH:5][cH:6][cH:7]1)[c:8]1[cH:9][cH:10][c:11]([S:14](=[O:15])(=[O:16])[OH:17])[cH:12][cH:13]1.[O:22]=[CH:23][N:24]([CH3:25])[CH3:26].[S:18]([Cl:19])([Cl:20])=[O:21]>>[O:1]([c:2]1[cH:3][cH:4][cH:5][cH:6][cH:7]1)[c:8]1[cH:9][cH:10][c:11]([S:14](=[O:15])(=[O:17])[Cl:20])[cH:12][cH:13]1. Reactants: CCOC(=O)C(Cc1ccc(OCCNC(=O)c2ccc(-c3ccccc3OC)cc2)cc1)Oc1ccc(C(C)C)cc1, [Na+], [OH-]. Product: COc1ccccc1-c1ccc(C(=O)NCCOc2ccc(CC(Oc3ccc(C(C)C)cc3)C(=O)[O-])cc2)cc1, [Na+]. Reaction SMILES: [CH:1]([CH3:2])([CH3:3])[c:4]1[cH:5][cH:6][c:7]([O:8][CH:9]([C:10](=[O:11])[O:12][CH2:13][CH3:14])[CH2:15][c:16]2[cH:17][cH:18][c:19]([O:22][CH2:23][CH2:24][NH:25][C:26](=[O:27])[c:28]3[cH:29][cH:30][c:31](-[c:34]4[c:35]([O:40][CH3:41])[cH:36][cH:37][cH:38][cH:39]4)[cH:32][cH:33]3)[cH:20][cH:21]2)[cH:42][cH:43]1.[Na+:45].[OH-:44]>>[CH:1]([CH3:2])([CH3:3])[c:4]1[cH:5][cH:6][c:7]([O:8][CH:9]([C:10](=[O:11])[O-:12])[CH2:15][c:16]2[cH:17][cH:18][c:19]([O:22][CH2:23][CH2:24][NH:25][C:26](=[O:27])[c:28]3[cH:29][cH:30][c:31](-[c:34]4[c:35]([O:40][CH3:41])[cH:36][cH:37][cH:38][cH:39]4)[cH:32][cH:33]3)[cH:20][cH:21]2)[cH:42][cH:43]1.[Na+:45]. The reactants are C(#N)[BH3-].[Na+] (sodium cyanoborohydride), C(C)(=O)O (acetic acid), NC[C@H](O)C=1C=CC(=C(C1)NS(=O)(=O)C)O (N-{5-[(1R)-2-amino-1-hydroxyethyl]-2-hydroxyphenyl}methanesulfonamide), COC(CC1=CC=C(NC2CCN(CC2)S(=O)(=O)C2=CC=C(C=C2)NC(=O)NCCCCCCCC)C=C1)OC (N-[4-({4-[4-(2,2-Dimethoxyethyl)anilino]-1-piperidinyl}sulfonyl)phenyl]-N′-octylurea), [I-].[Na+] (sodium iodide), Cl[Si](C)(Cl)Cl (trichloro(methyl)silane). The solvent is CO (methanol), ClCCl (Dichloromethane), C(C)#N (acetonitrile). Reaction conditions: time 10 minute. The product is OC1=C(C=C(C=C1)[C@H](CNCCC1=CC=C(C=C1)NC1CCN(CC1)S(=O)(=O)C1=CC=C(C=C1)NC(=O)NCCCCCCCC)O)NS(=O)(=O)C (N-(2-Hydroxy-5-{(1R)-1-hydroxy-2-[2-(4-(1-[4-(3-octyl-ureido)-benzenesulfonyl]-piperidin-4-ylamino}-phenyl)-ethylamino]-ethyl}-phenyl)-methanesulfonamide). Isolated yield 13.9%. RXN SMILES: CO[CH:3](OC)[CH2:4][C:5]1[CH:38]=[CH:37][C:8]([NH:9][CH:10]2[CH2:15][CH2:14][N:13]([S:16]([C:19]3[CH:24]=[CH:23][C:22]([NH:25][C:26]([NH:28][CH2:29][CH2:30][CH2:31][CH2:32][CH2:33][CH2:34][CH2:35][CH3:36])=[O:27])=[CH:21][CH:20]=3)(=[O:18])=[O:17])[CH2:12][CH2:11]2)=[CH:7][CH:6]=1.[I-].[Na+].Cl[Si](Cl)(Cl)C.C(O)(=O)C.[NH2:52][CH2:53][C@@H:54]([C:56]1[CH:57]=[CH:58][C:59]([OH:67])=[C:60]([NH:62][S:63]([CH3:66])(=[O:65])=[O:64])[CH:61]=1)[OH:55].C([BH3-])#N.[Na+]>C(#N)C.CO.ClCCl>[OH:67][C:59]1[CH:58]=[CH:57][C:56]([C@@H:54]([OH:55])[CH2:53][NH:52][CH2:3][CH2:4][C:5]2[CH:6]=[CH:7][C:8]([NH:9][CH:10]3[CH2:15][CH2:14][N:13]([S:16]([C:19]4[CH:20]=[CH:21][C:22]([NH:25][C:26]([NH:28][CH2:29][CH2:30][CH2:31][CH2:32][CH2:33][CH2:34][CH2:35][CH3:36])=[O:27])=[CH:23][CH:24]=4)(=[O:18])=[O:17])[CH2:12][CH2:11]3)=[CH:37][CH:38]=2)=[CH:61][C:60]=1[NH:62][S:63]([CH3:66])(=[O:65])=[O:64] |f:1.2,6.7|. Reported procedure: N-[4-({4-[4-(2,2-Dimethoxyethyl)anilino]-1-piperidinyl}sulfonyl)phenyl]-N′-octylurea (0.53 g, 0.92 mmol) was added to a pre-prepared mixture of sodium iodide (0.346 g, 2.31 mmol) and trichloro(methyl)silane (0.217 mL, 1.85 mmol) in anhydrous acetonitrile (27 mL). The reaction was stirred at ambient temperature for 10 minutes. Dichloromethane was added and the reaction washed with 10% sodium thiosulfate solution, water and brine. The organic layer was dried with anhydrous magnesium sulfate, filte... Reactants: CCNCC, CCOC(C)=O, COc1cc(C(C)(C)C(=O)O)ccc1I, O=S(Cl)Cl. Product: CCN(CC)C(=O)C(C)(C)c1ccc(I)c(OC)c1. As a reaction SMILES: [CH2:16]([CH3:17])[NH:18][CH2:19][CH3:20].[CH3:25][CH2:26][O:27][C:28](=[O:29])[CH3:30].[I:1][c:2]1[c:3]([O:14][CH3:15])[cH:4][c:5]([C:8]([C:9](=[O:10])[OH:11])([CH3:12])[CH3:13])[cH:6][cH:7]1.[S:21]([Cl:22])([Cl:23])=[O:24]>>[I:1][c:2]1[c:3]([O:14][CH3:15])[cH:4][c:5]([C:8]([C:9](=[O:11])[N:18]([CH2:16][CH3:17])[CH2:19][CH3:20])([CH3:12])[CH3:13])[cH:6][cH:7]1.